From a dataset of the Open Reaction Database (ORD), a public repository of structured organic reaction records. describe an organic reaction: reactants, conditions, products, and yield The reactants are CN, CCOC(=O)COC(=O)N1CCN(c2ccc(-c3cccc(C(F)(F)F)c3)nc2)CC1, C1CCOC1. The product is CNC(=O)COC(=O)N1CCN(c2ccc(-c3cccc(C(F)(F)F)c3)nc2)CC1. As a reaction SMILES: [CH3:32][NH2:33].[F:1][C:2]([c:3]1[cH:4][c:5](-[c:9]2[cH:10][cH:11][c:12]([N:15]3[CH2:16][CH2:17][N:18]([C:21](=[O:22])[O:23][CH2:24][C:25](=[O:26])[O:27][CH2:28][CH3:29])[CH2:19][CH2:20]3)[cH:13][n:14]2)[cH:6][cH:7][cH:8]1)([F:30])[F:31].[O:34]1[CH2:35][CH2:36][CH2:37][CH2:38]1>>[F:1][C:2]([c:3]1[cH:4][c:5](-[c:9]2[cH:10][cH:11][c:12]([N:15]3[CH2:16][CH2:17][N:18]([C:21](=[O:22])[O:23][CH2:24][C:25](=[O:26])[NH:33][CH3:32])[CH2:19][CH2:20]3)[cH:13][n:14]2)[cH:6][cH:7][cH:8]1)([F:30])[F:31]. The reactants are S1C(=CC=C1)C[C@H](N)C(=O)O (3-(2-Thienyl)-L-alanine), Cl (hydrochloric acid), C([O-])([O-])=O.[Na+].[Na+] (Sodium carbonate), C(=O)(OCC)N1C(C=2C(C1=O)=CC=CC2)=O (N-Carbethoxyphthalimide). Run in O.O1CCOCC1 (water p-dioxane). Run at temperature 0 celsius. Yields the product C1(C=2C(C(N1N[C@@H](CC=1SC=CC1)C(=O)O)=O)=CC=CC2)=O (N-Phthalimido-3-(2-thienyl)-L-alanine). RXN SMILES: [S:1]1[CH:5]=[CH:4][CH:3]=[C:2]1[CH2:6][C@@H:7]([C:9]([OH:11])=[O:10])[NH2:8].C(=O)([O-])[O-].[Na+].[Na+].C([N:23]1[C:27](=[O:28])[C:26]2=[CH:29][CH:30]=[CH:31][CH:32]=[C:25]2[C:24]1=[O:33])(OCC)=O.Cl>O.O1CCOCC1>[C:27]1(=[O:28])[N:23]([NH:8][C@H:7]([C:9]([OH:11])=[O:10])[CH2:6][C:2]2[S:1][CH:5]=[CH:4][CH:3]=2)[C:24](=[O:33])[C:25]2=[CH:32][CH:31]=[CH:30][CH:29]=[C:26]12 |f:1.2.3,6.7|. Procedure: 3-(2-Thienyl)-L-alanine (2.24 g., 13.1 mmol.) was suspended in water/p-dioxane (20 ml./10 ml.) at room temperature under argon. Sodium carbonate (1.39 g.) was added and the mixture was stirred until homogeneous. N-Carbethoxyphthalimide (2.87 g.) was added, and the resulting mixture was stirred for 4.5 hours and then cooled to 0° C. The pH was adjusted to 1.5 with 6N hydrochloric acid and the mixture was extracted with ethyl acetate. The organic layer was washed successively with 10% potassium bi... Starting materials: ice, ClC1=CC=C(CC2C(CCCC2)=O)C=C1 (2-(4-chlorobenzyl)cyclohexanone), polyphosphoric acid, [N-]=[N+]=[N-].[Na+] (sodium azide), ice water. Solvent: 100g. Reaction conditions: time 8 hour. Product: ClC1=CC=C(CC2CCCCC(N2)=O)C=C1 (7-(4-chlorobenzyl)perhydroazepin-2-one). Yield: 59.7%. Reaction SMILES: [Cl:1][C:2]1[CH:15]=[CH:14][C:5]([CH2:6][CH:7]2[CH2:12][CH2:11][CH2:10][CH2:9][C:8]2=[O:13])=[CH:4][CH:3]=1.[N-:16]=[N+]=[N-].[Na+]>>[Cl:1][C:2]1[CH:15]=[CH:14][C:5]([CH2:6][CH:7]2[NH:16][C:8](=[O:13])[CH2:9][CH2:10][CH2:11][CH2:12]2)=[CH:4][CH:3]=1 |f:1.2|. Reported procedure: To an ice-cold solution of 4.47 g of 2-(4-chlorobenzyl)cyclohexanone in 100g of polyphosphoric acid add 2.6 g of sodium azide while stirring. Stir the mixture for another 1.5 hours at 0° and for a further 8 hours at room temperature, pour it into ice water and then extract it with methylene chloride. After drying the organic phase over sodium sulfate distill off the solvent to obtain 2.85 g of the title compound as a light brown oil. Starting materials: C(O)([O-])=O.[Na+] (sodium hydrogen carbonate), C(O)([O-])=O.[Na+] (sodium hydrogen carbonate), FC(C(=O)O)(F)F (trifluoroacetic acid), C(C)(C)(C)OC(N(C)CCC1=C(C=CC=C1)NS(=O)(=O)C)=O (N-(2-(2-(methylsulfonylamino)phenyl)ethyl)-N-methylcarbamic acid tert-butyl ester). The solvent is ClCCl (dichloromethane), ClCCl (Dichloromethane). Reaction conditions: time 50 minute. Yields the product CNCCC1=C(C=CC=C1)NS(=O)(=O)C (N-(2-(2-(methylamino)ethyl)phenyl)methanesulfonamide). The yield is 51.9%. Reaction SMILES: FC(F)(F)C(O)=O.C(O[C:13](=O)[N:14]([CH2:16][CH2:17][C:18]1[CH:23]=[CH:22][CH:21]=[CH:20][C:19]=1[NH:24][S:25]([CH3:28])(=[O:27])=[O:26])C)(C)(C)C.C(=O)([O-])O.[Na+]>ClCCl>[CH3:13][NH:14][CH2:16][CH2:17][C:18]1[CH:23]=[CH:22][CH:21]=[CH:20][C:19]=1[NH:24][S:25]([CH3:28])(=[O:27])=[O:26] |f:2.3|. Procedure: At 0° C., trifluoroacetic acid (6 ml) was added to a solution of N-(2-(2-(methylsulfonylamino)phenyl)ethyl)-N-methylcarbamic acid tert-butyl ester (870 mg, 2.6 mmol) in dichloromethane (6 ml). The reaction mixture was stirred for 50 min. Dichloromethane (24 ml) was added. A saturated aqueous solution of sodium hydrogen carbonate (34 ml) was added. Solid sodium hydrogen carbonate was added, until pH 7 was obtained. The phases were separated. The aqueous phase was extracted with dichloromethane (3... RXN SMILES: [F:1][C:2]([F:15])([F:14])[CH:3]([NH:6][C:7](=[O:13])[O:8][C:9]([CH3:12])([CH3:11])[CH3:10])[CH2:4][OH:5].N1C=CN=C1.[C:21]([Si:25](Cl)([C:32]1[CH:37]=[CH:36][CH:35]=[CH:34][CH:33]=1)[C:26]1[CH:31]=[CH:30][CH:29]=[CH:28][CH:27]=1)([CH3:24])([CH3:23])[CH3:22]>C(Cl)Cl>[Si:25]([O:5][CH2:4][CH:3]([NH:6][C:7](=[O:13])[O:8][C:9]([CH3:11])([CH3:10])[CH3:12])[C:2]([F:14])([F:15])[F:1])([C:21]([CH3:24])([CH3:23])[CH3:22])([C:32]1[CH:33]=[CH:34][CH:35]=[CH:36][CH:37]=1)[C:26]1[CH:31]=[CH:30][CH:29]=[CH:28][CH:27]=1. Procedure: To a stirred solution of 340 (240 mg, 1.047 mmol) in DCM (3 mL) at 0° C. under nitrogen was added solid imidazole (71.29 mg, 1.047 mmol) followed by tert-butylchlorodiphenylsilane (272.3 μL, 1.047 mmol) neat by syringe. After 4 h the reaction was diluted to 30 mL with DCM and was washed 2N HCl (2×30 mL) and satd. aq. NaHCO3 (2×30 mL). The organic phase was isolated, dried (MgSO4), filtered and concentrated to afford 460 mg (94%) of tert-butyl 3-(tert-butyldiphenylsilyloxy)-1,1,1-trifluoropropan-... The yield is 94.0%. The reactants are FC(C(CO)NC(OC(C)(C)C)=O)(F)F (tert-butyl 1,1,1-trifluoro-3-hydroxypropan-2-ylcarbamate), N1C=NC=C1 (imidazole), C(C)(C)(C)[Si](C1=CC=CC=C1)(C1=CC=CC=C1)Cl (tert-butylchlorodiphenylsilane). The product is [Si](C1=CC=CC=C1)(C1=CC=CC=C1)(C(C)(C)C)OCC(C(F)(F)F)NC(OC(C)(C)C)=O (tert-butyl 3-(tert-butyldiphenylsilyloxy)-1,1,1-trifluoropropan-2-ylcarbamate). Run in C(Cl)Cl (DCM), C(Cl)Cl (DCM). Reactants: C1(=CC=CC=C1)P(C1=CC=CC=C1)CCCC (diphenylphosphinobutane), NC=1N=CC(=NC1Br)C(=O)OC (methyl 5-amino-6-bromopyrazine-2-carboxylate), C(C1=CC=CC=C1)OC=1C=C(C=CC1Cl)B(O)O ([3-(benzyloxy)-4-chlorophenyl]boronic acid), aqueous solution, C([O-])([O-])=O.[Na+].[Na+] (sodium carbonate). The reagents and catalysts are [Pd].C(C1=CC=CC=C1)#N.C(C1=CC=CC=C1)#N ((bis-benzonitrile)-palladium). The solvent is C1(=CC=CC=C1)C (toluene), C(C)O (ethanol), O.CCOC(=O)C (water EtOAc). Yields the product NC=1N=CC(=NC1C1=CC(=C(C=C1)Cl)OCC1=CC=CC=C1)C(=O)OC (methyl 5-amino-6-[3-(benzyloxy)-4-chlorophenyl]pyrazine-2-carboxylate). The yield is 50.3%. Reaction SMILES: C1(P(CCCC)C2C=CC=CC=2)C=CC=CC=1.[NH2:18][C:19]1[N:20]=[CH:21][C:22]([C:26]([O:28][CH3:29])=[O:27])=[N:23][C:24]=1Br.[CH2:30]([O:37][C:38]1[CH:39]=[C:40](B(O)O)[CH:41]=[CH:42][C:43]=1[Cl:44])[C:31]1[CH:36]=[CH:35][CH:34]=[CH:33][CH:32]=1.C(=O)([O-])[O-].[Na+].[Na+]>C1(C)C=CC=CC=1.O.CCOC(C)=O.[Pd].C(#N)C1C=CC=CC=1.C(#N)C1C=CC=CC=1.C(O)C>[NH2:18][C:19]1[N:20]=[CH:21][C:22]([C:26]([O:28][CH3:29])=[O:27])=[N:23][C:24]=1[C:40]1[CH:41]=[CH:42][C:43]([Cl:44])=[C:38]([O:37][CH2:30][C:31]2[CH:36]=[CH:35][CH:34]=[CH:33][CH:32]=2)[CH:39]=1 |f:3.4.5,7.8,9.10.11|. Procedure details: Stir a suspension of 137 mg (0.36 mmol) of (bis-benzonitrile)-palladium II dichloride and 183 mg (0.43 mmol) of diphenylphosphinobutane in 7 mL of toluene under argon for 30 min at room temperature. Then add, while bubbling with argon, 1.66 g (7.15 mmol) of methyl 5-amino-6-bromopyrazine-2-carboxylate, 1.97 g (7.51 mmol) of [3-(benzyloxy)-4-chlorophenyl]boronic acid, 2.4 mL of ethanol and 3.58 mL (7.15 mmol) of a 2N aqueous solution of sodium carbonate. Reflux the reaction mixture for 5 h 30 min... Starting materials: ClC1=C2C(NC(=N1)C)=CC(=N2)C2=CC=CC=C2 (4-chloro-2-methyl-6-phenylpyrrolo[3,2-d]pyrimidine), N1CCOCC1 (morpholine), C(=O)([O-])[O-].[K+].[K+] (K2CO3). Run in O (H2O). Run at temperature 120 celsius. Yields the product CC=1NC=2C(=C(N1)N1CCOCC1)N=C(C2)C2=CC=CC=C2 (4-(2-Methyl-6-phenylpyrrolo[2,3-e]pyrimidin-4-yl)morpholine). The yield is 33.1%. Reaction SMILES: Cl[C:2]1[N:7]=[C:6]([CH3:8])[NH:5][C:4]2=[CH:9][C:10]([C:12]3[CH:17]=[CH:16][CH:15]=[CH:14][CH:13]=3)=[N:11][C:3]=12.[NH:18]1[CH2:23][CH2:22][O:21][CH2:20][CH2:19]1.C([O-])([O-])=O.[K+].[K+]>O>[CH3:8][C:6]1[NH:5][C:4]2[C:3]([N:11]=[C:10]([C:12]3[CH:17]=[CH:16][CH:15]=[CH:14][CH:13]=3)[CH:9]=2)=[C:2]([N:18]2[CH2:23][CH2:22][O:21][CH2:20][CH2:19]2)[N:7]=1 |f:2.3.4|. Procedure: To a 5 mL Wheaton vial was added was added 4-chloro-2-methyl-6-phenylpyrrolo[3,2-d]pyrimidine (Example 1(e)) (100 mg, 0.41 mmol) and morpholine (Aldrich Chemical Company) (0.18 mL, 2.1 mmol). A solution of K2CO3 (0.37 g, 2.7 mmol) in H2O (2.5 mL) was added, the vial was securely capped, and the reaction mixture was heated at 120° C. for 2 h. The reaction mixture was allowed to cool to room temperature and the resulting light-pink precipitate was collected by filtration, recrystallized from EtOAc... Starting materials: CSc1nccc(-c2cc(N(C)C)nnc2-c2cccc(C(F)(F)F)c2)n1, CO, CCOC(C)=O, [Na], O=[W](=O)([O-])[O-], O, OO. The product is CN(C)c1cc(-c2ccnc(S(C)(=O)=O)n2)c(-c2cccc(C(F)(F)F)c2)nn1. RXN SMILES: [CH3:1][N:2]([c:3]1[n:4][n:5][c:6](-[c:17]2[cH:18][c:19]([C:23]([F:24])([F:25])[F:26])[cH:20][cH:21][cH:22]2)[c:7](-[c:9]2[n:10][c:11]([S:15][CH3:16])[n:12][cH:13][cH:14]2)[cH:8]1)[CH3:27].[CH3:30][OH:31].[CH3:32][CH2:33][O:34][C:35](=[O:36])[CH3:37].[Na:39].[O-:40][W:41](=[O:42])(=[O:43])[O-:44].[OH2:38].[OH:28][OH:29]>>[CH3:1][N:2]([c:3]1[n:4][n:5][c:6](-[c:17]2[cH:18][c:19]([C:23]([F:24])([F:25])[F:26])[cH:20][cH:21][cH:22]2)[c:7](-[c:9]2[n:10][c:11]([S:15]([CH3:16])(=[O:34])=[O:38])[n:12][cH:13][cH:14]2)[cH:8]1)[CH3:27].